Task: describe an organic reaction: reactants, conditions, products, and yield. Dataset: the Open Reaction Database (ORD), a public repository of structured organic reaction records Reactants: resultant mixture, [OH-].[Na+] (sodium hydroxide), CC=1N=CNC1 (4-methylimidazole), C(CSS(=O)(=O)O)N (2-aminoethanethiol sulfuric acid), C=O (paraformaldehyde), Cl (hydrogen chloride). Solvent: S(O)(O)(=O)=O (sulfuric acid). Conditions: time 10 hour. Yields the product Cl.CC=1N=CNC1CSCCN (4-methyl-5-[(2-aminoethyl)-thiomethyl]-imidazole hydrochloride). As a reaction SMILES: [CH3:1][C:2]1[N:3]=[CH:4][NH:5][CH:6]=1.[CH2:7]([NH2:14])[CH2:8][S:9]S(O)(=O)=O.[CH2:15]=O.[OH-].[Na+].[ClH:19]>S(=O)(=O)(O)O>[ClH:19].[CH3:1][C:2]1[N:3]=[CH:4][NH:5][C:6]=1[CH2:15][S:9][CH2:8][CH2:7][NH2:14] |f:3.4,7.8|. Procedure details: In 392 g of an aqueous 50 wt % sulfuric acid solution, 8.6 g of 4-methylimidazole 97.6% in purity, 15.7 g of 2-aminoethanethiol sulfuric acid, and 3.8 g of 80 wt % paraformaldehyde were dissolved as kept cooled below 30° C. The resultant mixture was placed in a closed glass-lined autoclave and stirred and heated therein at 120° C. for 10 hours and then at 140° C. for 10 hours. To the resultant reactio solution, 40.0 g of an aqueous 48 wt % sodium hydroxide solution was thoroughly stirred and the... The reactants are ClC=1C=CC(=C(C1)CC#N)OC ((5-chloro-2-methoxy-phenyl)-acetonitrile), [OH-].[K+] (potassium hydroxide), C(C)O (ethanol). The solvent is O (water). Product: ClC=1C=CC(=C(C1)CC(=O)O)OC ((5-Chloro-2-methoxy-phenyl)-acetic acid). RXN SMILES: [Cl:1][C:2]1[CH:3]=[CH:4][C:5]([O:11][CH3:12])=[C:6](CC#N)[CH:7]=1.[OH-:13].[K+].[CH2:15]([OH:17])[CH3:16]>O>[Cl:1][C:2]1[CH:3]=[CH:4][C:5]([O:11][CH3:12])=[C:6]([CH2:16][C:15]([OH:13])=[O:17])[CH:7]=1 |f:1.2|. Procedure details: To a solution of (5-chloro-2-methoxy-phenyl)-acetonitrile (17.2 g, 96.3 mmol) in ethanol (200 mL) and water (20 mL) was added potassium hydroxide (27 g, 481 mmol). The reaction was heated to reflux for 12 hours, cooled and the ethanol was removed by concentrating in vacuo. The remaining solution was acidified with aqueous hydrochloric acid (3 M) and extracted with diethyl ether. The organic layer was dried over magnesium sulfate and concentrated in vacuo to give the title compound (15.6 g).